From a dataset of the Open Reaction Database (ORD), a public repository of structured organic reaction records. describe an organic reaction: reactants, conditions, products, and yield The reactants are Cl.C(C)(=O)OCC (hydrochloric acid ethyl acetate), C1OC=2C=C(CCN3[C@H](CCCC3)CN3C4=C(OCC5=C3C=CC=C5)C=CC=C4)C=CC2O1 ((R)-5,11-dihydro-5-[1-(3,4-methylenedioxyphenethyl) piperidine-2-ylmethyl] dibenzo [b,e][1,4] oxazepine). Solvent: ClCCl (dichloromethane). Run at time 2 hour. Product: Cl.C1OC=2C=C(CCN3[C@H](CCCC3)CN3C4=C(OCC5=C3C=CC=C5)C=CC=C4)C=CC2O1 ((R)-5,11-Dihydro-5-[1-(3,4-methylenedioxyphenethyl)piperidine-2-yl-methyl]dibenzo[b,e][1,4]oxazepine Hydrochloride), solid. Isolated yield 80.0%. RXN SMILES: [ClH:1].C(OCC)(=O)C.[CH2:8]1[O:40][C:39]2[CH:38]=[CH:37][C:12]([CH2:13][CH2:14][N:15]3[CH2:20][CH2:19][CH2:18][CH2:17][C@@H:16]3[CH2:21][N:22]3[C:28]4[CH:29]=[CH:30][CH:31]=[CH:32][C:27]=4[CH2:26][O:25][C:24]4[CH:33]=[CH:34][CH:35]=[CH:36][C:23]3=4)=[CH:11][C:10]=2[O:9]1>ClCCl>[ClH:1].[CH2:8]1[O:40][C:39]2[CH:38]=[CH:37][C:12]([CH2:13][CH2:14][N:15]3[CH2:20][CH2:19][CH2:18][CH2:17][C@@H:16]3[CH2:21][N:22]3[C:28]4[CH:29]=[CH:30][CH:31]=[CH:32][C:27]=4[CH2:26][O:25][C:24]4[CH:33]=[CH:34][CH:35]=[CH:36][C:23]3=4)=[CH:11][C:10]=2[O:9]1 |f:0.1,4.5|. Procedure: 1.5 ml of 4 M hydrochloric acid/ethyl acetate was added to a solution of (R)-5,11-dihydro-5-[1-(3,4-methylenedioxyphenethyl) piperidine-2-ylmethyl] dibenzo [b,e][1,4] oxazepine (171 mg) in dichloromethane (5 ml), and they were stirred for 2 hours. The solvent was evaporated under reduced pressure. The title compound was obtained in the form of a white solid (150 mg, 80%). Reactants: ClC1=CC=C(C=C1)S (4-chlorothiophenol), [OH-].[K+] (potassium hydroxide), C(C)OC(CC1CC(C(CC1)=O)Br)=O (3-bromo-4-oxocyclohexaneacetic acid ethyl ester). Run in C(C)O (ethanol), C(C)O (ethanol). The product is C(C)OC(CC1CC(C(CC1)=O)SC1=CC=C(C=C1)Cl)=O (3-(4-chlorophenylthio)-4-oxocyclohexaneacetic acid ethyl ester). As a reaction SMILES: [Cl:1][C:2]1[CH:7]=[CH:6][C:5]([SH:8])=[CH:4][CH:3]=1.[OH-].[K+].[CH2:11]([O:13][C:14](=[O:24])[CH2:15][CH:16]1[CH2:21][CH2:20][C:19](=[O:22])[CH:18](Br)[CH2:17]1)[CH3:12]>C(O)C>[CH2:11]([O:13][C:14](=[O:24])[CH2:15][CH:16]1[CH2:21][CH2:20][C:19](=[O:22])[CH:18]([S:8][C:5]2[CH:6]=[CH:7][C:2]([Cl:1])=[CH:3][CH:4]=2)[CH2:17]1)[CH3:12] |f:1.2|. Procedure details: 58 G. of 4-chlorothiophenol and a solution of 26.5 g. of 85% potassium hydroxide in 1500 ml. of ethanol were each placed in a 3 l. three-necked flask, provided with a condenser, nitrogen inlet, dropping funnel and stirrer. The solution was brought to reflux and a solution of 105 g. of crude 3-bromo-4-oxocyclohexaneacetic acid ethyl ester in 500 ml. of ethanol was added over a period of one hour to the refluxing solution. After the addition, the solution was stirred at reflux for one hour, cooled... The reactants are C(C)OC(=O)C=1C=NN(C1)C1=NC2=C(N1)C=C(C=C2Br)F (1-(4-bromo-6-fluoro-1H-benzoimidazol-2-yl)-1H-pyrazole-4-carboxylic acid ethyl ester), [Li+].[OH-] (LiOH), C1CCOC1 (THF). Run in O (H2O). Reaction conditions: temperature 23 celsius, time 16 hour. Yields the product BrC1=CC(=CC=2NC(=NC21)N2N=CC(=C2)C(=O)O)F (1-(4-Bromo-6-fluoro-1H-benzoimidazol-2-yl)-1H-pyrazole-4-carboxylic acid). The yield is 0.1%. As a reaction SMILES: C([O:3][C:4]([C:6]1[CH:7]=[N:8][N:9]([C:11]2[NH:15][C:14]3[CH:16]=[C:17]([F:21])[CH:18]=[C:19]([Br:20])[C:13]=3[N:12]=2)[CH:10]=1)=[O:5])C.[Li+].[OH-].C1COCC1>O>[Br:20][C:19]1[C:13]2[N:12]=[C:11]([N:9]3[CH:10]=[C:6]([C:4]([OH:5])=[O:3])[CH:7]=[N:8]3)[NH:15][C:14]=2[CH:16]=[C:17]([F:21])[CH:18]=1 |f:1.2|. Procedure details: A mixture of 1-(4-bromo-6-fluoro-1H-benzoimidazol-2-yl)-1H-pyrazole-4-carboxylic acid ethyl ester (16.0 mg, 45.0 mmol), LiOH (10.0 mg, 0.230 mmol), THF (0.5 mL), and H2O (0.17 mL) was stirred at 23° C. for 16 h. THF was removed under reduced pressure and then aqueous HCl was added. The resulting precipitate was collected and washed with water to yield the titled compound (10.0 mg, 67%). MS (ESI/CI): mass calcd. for C11H6BrFN4O2, 325.1; m/z found, 326.0 [M+H]+. 1H NMR (400 MHz, DMSO-d6): 13.82 (s... Yields the product C=C1OC(n2cc(C)c(=O)[nH]c2=O)CC1OC(C)=O. Reaction SMILES: [C:1]([CH3:2])(=[O:3])[O:4][CH:5]1[CH2:6][CH:7]([n:12]2[c:13](=[O:14])[nH:15][c:16](=[O:17])[c:18]([CH3:19])[cH:20]2)[O:8][CH:9]1[CH2:10][I:11].[C:40]([OH:41])(=[O:42])[CH3:43].[CH2:62]1[O:63][CH2:64][CH2:65][CH2:66]1.[CH3:67][OH:68].[K+:56].[K+:57].[O-:58][C:59]([O-:60])=[O:61].[O:44]=[C:45]([O:46][CH2:47][CH3:48])[N:49]=[N:50][C:51]([O:52][CH2:53][CH3:54])=[O:55].[c:21]1([P:22]([c:23]2[cH:24][cH:25][cH:26][cH:27][cH:28]2)[c:29]2[cH:30][cH:31][cH:32][cH:33][cH:34]2)[cH:35][cH:36][cH:37][cH:38][cH:39]1>>[C:1]([CH3:2])(=[O:3])[O:4][CH:5]1[CH2:6][CH:7]([n:12]2[c:13](=[O:14])[nH:15][c:16](=[O:17])[c:18]([CH3:19])[cH:20]2)[O:8][C:9]1=[CH2:10]. The reactants are CC(=O)OC1CC(n2cc(C)c(=O)[nH]c2=O)OC1CI, CC(=O)O, C1CCOC1, CO, [K+], [K+], O=C([O-])[O-], CCOC(=O)N=NC(=O)OCC, c1ccc(P(c2ccccc2)c2ccccc2)cc1.